Dataset: the Open Reaction Database (ORD), a public repository of structured organic reaction records. Task: describe an organic reaction: reactants, conditions, products, and yield The reactants are CCOC(=O)c1ncc2[nH]c3cccc(C(C)OCC)c3c2c1C, CCO, CC(=O)O, [Na+], [OH-]. Yields the product CCOC(C)c1cccc2[nH]c3cnc(C(=O)O)c(C)c3c12. RXN SMILES: [CH2:1]([CH3:2])[O:3][C:4](=[O:5])[c:6]1[n:7][cH:8][c:9]2[nH:10][c:11]3[cH:12][cH:13][cH:14][c:15]([CH:20]([CH3:21])[O:22][CH2:23][CH3:24])[c:16]3[c:17]2[c:18]1[CH3:19].[CH3:27][CH2:28][OH:29].[CH3:30][C:31](=[O:32])[OH:33].[Na+:26].[OH-:25]>>[O:3]=[C:4]([OH:5])[c:6]1[n:7][cH:8][c:9]2[nH:10][c:11]3[cH:12][cH:13][cH:14][c:15]([CH:20]([CH3:21])[O:22][CH2:23][CH3:24])[c:16]3[c:17]2[c:18]1[CH3:19]. The reactants are Cl (HCl), C1(CC1)C1=CC(=NN1C1=CC=C(C=C1)NC(C(C)C=1C=C2C=CC=NC2=CC1)=O)C(F)(F)F (N-{4-[5-cyclopropyl-3-(trifluoromethyl)-1H-pyrazol-1-yl]phenyl}-2-(quinolin-6-yl)propanamide), intermediate 15, intermediate 38. Solvent: C(C)OCC (diethyl ether), C1CCOC1 (THF). Conditions: time 15 minute. Product: Cl.C1(CC1)C1=CC(=NN1C1=CC=C(C=C1)NC(C(C)C=1C=C2C=CC=NC2=CC1)=O)C(F)(F)F (N-{4-[5-cyclopropyl-3-(trifluoromethyl)-1H-pyrazol-1-yl]phenyl}-2-(quinolin-6-yl)propanamide Hydrochloride). As a reaction SMILES: [CH:1]1([C:4]2[N:8]([C:9]3[CH:14]=[CH:13][C:12]([NH:15][C:16](=[O:29])[CH:17]([C:19]4[CH:20]=[C:21]5[C:26](=[CH:27][CH:28]=4)[N:25]=[CH:24][CH:23]=[CH:22]5)[CH3:18])=[CH:11][CH:10]=3)[N:7]=[C:6]([C:30]([F:33])([F:32])[F:31])[CH:5]=2)[CH2:3][CH2:2]1.[ClH:34]>C1COCC1.C(OCC)C>[ClH:34].[CH:1]1([C:4]2[N:8]([C:9]3[CH:10]=[CH:11][C:12]([NH:15][C:16](=[O:29])[CH:17]([C:19]4[CH:20]=[C:21]5[C:26](=[CH:27][CH:28]=4)[N:25]=[CH:24][CH:23]=[CH:22]5)[CH3:18])=[CH:13][CH:14]=3)[N:7]=[C:6]([C:30]([F:32])([F:31])[F:33])[CH:5]=2)[CH2:3][CH2:2]1 |f:4.5|. Procedure details: Following the general procedure-1, N-{4-[5-cyclopropyl-3-(trifluoromethyl)-1H-pyrazol-1-yl]phenyl}-2-(quinolin-6-yl)propanamide (74 mg) was prepared from intermediate 15 (150 mg, 0.56 mmol) and intermediate 38 (180 mg, 0.89 mmol) as a brown solid and dissolved in THF. Saturated HCl in diethyl ether was added to this solution at 0° C. and stirred for 15 min. Solid that separated out was filtered and dried to give the title compound (45 mg) as a brown solid. M. P.: 168-170° C. 1H-NMR (δ ppm, DMSO-... Reactants: BrC1=CC2=C(N=C(S2)C2CC(C2)=O)C=C1 (3-(6-Bromo-benzothiazol-2-yl)-cyclobutanone), CCC([BH-](C(CC)C)C(CC)C)C.[Li+] (L-selectride). The solvent is C1CCOC1 (THF). Reaction conditions: temperature 0 celsius, time 10 minute. Product: BrC1=CC2=C(N=C(S2)[C@H]2C[C@H](C2)O)C=C1 (Cis-3-(6-Bromo-benzothiazol-2-yl)-cyclobutanol). Reaction SMILES: [Br:1][C:2]1[CH:15]=[CH:14][C:5]2[N:6]=[C:7]([CH:9]3[CH2:12][C:11](=[O:13])[CH2:10]3)[S:8][C:4]=2[CH:3]=1.CCC(C)[BH-](C(C)CC)C(C)CC.[Li+]>C1COCC1>[Br:1][C:2]1[CH:15]=[CH:14][C:5]2[N:6]=[C:7]([C@@H:9]3[CH2:10][C@H:11]([OH:13])[CH2:12]3)[S:8][C:4]=2[CH:3]=1 |f:1.2|. Procedure: The product of Example 1C (710 mg, 2.52 mmole) was dissolved in 50 ml anhydrous THF and cooled to 0° C. L-selectride (1.0M in THF, 3.02 ml, 3.02 mmole) was added slowly. The mixture was stirred at 0° C. for 10 minutes, then warmed to room temperature for 30 minutes. It was then quenched with 1 N sodium hydroxide (20 ml) and extracted three times with ethyl acetate. The organics were combined, dried over sodium sulfate and concentrated to give the crude product, which was used in the next step wi... Starting materials: OC(CC#C)(CCCC)C=C=C (4-hydroxy-4-propadienyl-1-octyne), Cl[Si](C)(C)C (chlorotrimethylsilane), N1C=NC=C1 (imidazole), CN(C=O)C (dimethylformamide). The solvent is petroleum ether, O (water). Conditions: time 70 hour. The product is C(=C=C)C(CC#C)(CCCC)O[Si](C)(C)C (4-Propadienyl-4-trimethylsilyloxy-1-octyne). Reaction SMILES: [OH:1][C:2]([CH:10]=[C:11]=[CH2:12])([CH2:6][CH2:7][CH2:8][CH3:9])[CH2:3][C:4]#[CH:5].N1C=CN=C1.CN(C)C=O.Cl[Si:24]([CH3:27])([CH3:26])[CH3:25]>O>[CH:10]([C:2]([O:1][Si:24]([CH3:27])([CH3:26])[CH3:25])([CH2:6][CH2:7][CH2:8][CH3:9])[CH2:3][C:4]#[CH:5])=[C:11]=[CH2:12]. Reported procedure: To a stirred, ice-cold solution of 10.85 g. (66.1 mmol.) of 4-hydroxy-4-propadienyl-1-octyne and 13.2 g. (194 mmol.) of imidazole in 50 ml. of dimethylformamide at 0° C. is added 9.5 ml. of chlorotrimethylsilane. The solution is kept at 0° C. for 70 hours and diluted with petroleum ether. The resulting mixture is shaken with water at 0° C. The organic layer is washed with water and brine, dried over magnesium sulfate and concentrated to give the title compound as a liquid. The reactants are COC(=O)C(CC(C)=O)C(C=O)CC1OC(C)(C)N(C(=O)OC(C)(C)C)C1Cc1ccccc1, O=C([O-])O, Cc1ccccc1, [Na+], O, Cc1ccc(S(=O)(=O)O)cc1. The product is COC(=O)C1CC(=O)C=CC1CC1OC(C)(C)N(C(=O)OC(C)(C)C)C1Cc1ccccc1. RXN SMILES: [C:1]([CH3:2])([CH3:3])([CH3:4])[O:5][C:6](=[O:7])[N:8]1[C:9]([CH3:33])([CH3:34])[O:10][CH:11]([CH2:20][CH:21]([CH:22]([CH2:23][C:24]([CH3:25])=[O:26])[C:27](=[O:28])[O:29][CH3:30])[CH:31]=[O:32])[CH:12]1[CH2:13][c:14]1[cH:15][cH:16][cH:17][cH:18][cH:19]1.[C:47](=[O:48])([O-:49])[OH:50].[CH3:52][c:53]1[cH:54][cH:55][cH:56][cH:57][cH:58]1.[Na+:51].[OH2:35].[c:36]1([CH3:37])[cH:38][cH:39][c:40]([S:41]([OH:42])(=[O:43])=[O:44])[cH:45][cH:46]1>>[C:1]([CH3:2])([CH3:3])([CH3:4])[O:5][C:6](=[O:7])[N:8]1[C:9]([CH3:33])([CH3:34])[O:10][CH:11]([CH2:20][CH:21]2[CH:22]([C:27](=[O:28])[O:29][CH3:30])[CH2:23][C:24](=[O:26])[CH:25]=[CH:31]2)[CH:12]1[CH2:13][c:14]1[cH:15][cH:16][cH:17][cH:18][cH:19]1.